From a dataset of the Open Reaction Database (ORD), a public repository of structured organic reaction records. describe an organic reaction: reactants, conditions, products, and yield Reactants: N1N=C(C=C1)CNCCN (N-(3-pyrazolylmethyl)ethylenediamine), N#CN.[Pb] (lead cyanamide), C(C)N=C=S (ethyl isothiocyanate), C(C)NC(=S)NCCNCC1=NNC=C1 (N-ethyl-N'-[2-(3-pyrazolylmethylamino)ethyl]thiourea). Yields the product C(#N)NC(=NCCNCC1=NNC=C1)NCC (N-cyano-N'-ethyl-N"-[2-(3-pyrazolylmethylamino)ethyl]guanidine). Reaction SMILES: N1C=CC(CNCCN)=N1.C(N=C=S)C.[CH2:16]([NH:18][C:19]([NH:21][CH2:22][CH2:23][NH:24][CH2:25][C:26]1[CH:30]=[CH:29][NH:28][N:27]=1)=S)[CH3:17].[N:31]#[C:32][NH2:33].[Pb]>>[C:32]([NH:33][C:19]([NH:18][CH2:16][CH3:17])=[N:21][CH2:22][CH2:23][NH:24][CH2:25][C:26]1[CH:30]=[CH:29][NH:28][N:27]=1)#[N:31] |f:3.4,^3:33|. Reported procedure: By the procedure of Example 3(b), reacting N-(3-pyrazolylmethyl)ethylenediamine with ethyl isothiocyanate, then reacting the resulting N-ethyl-N'-[2-(3-pyrazolylmethylamino)ethyl]thiourea with lead cyanamide gives N-cyano-N'-ethyl-N"-[2-(3-pyrazolylmethylamino)ethyl]guanidine. By the same procedure, using propyl isothiocyanate the corresponding N'-propyl compound is prepared. Also, by the same procedure, using 2-dimethylaminoethyl isothiocyanate, the product is N-cyano-N'-(2-dimethylaminoethyl)-... The reactants are C(C)(=O)C=1C=C(C=NC1)C(=O)NC1=C(C=C(C=C1)F)NC1CC1 (5-acetyl-N-[2-(cyclopropylamino)-4-fluorophenyl]pyridine-3-carboxamide). Run in C(C)(=O)O (acetic acid). Product: C1(CC1)N1C(=NC2=C1C=C(C=C2)F)C=2C=C(C=NC2)C(C)=O (1-[5-(1-cyclopropyl-6-fluoro-1H-benzimidazol-2-yl)pyridin-3-yl]ethanone). Reaction SMILES: [C:1]([C:4]1[CH:5]=[C:6]([C:10]([NH:12][C:13]2[CH:18]=[CH:17][C:16]([F:19])=[CH:15][C:14]=2[NH:20][CH:21]2[CH2:23][CH2:22]2)=O)[CH:7]=[N:8][CH:9]=1)(=[O:3])[CH3:2]>C(O)(=O)C>[CH:21]1([N:20]2[C:14]3[CH:15]=[C:16]([F:19])[CH:17]=[CH:18][C:13]=3[N:12]=[C:10]2[C:6]2[CH:5]=[C:4]([C:1](=[O:3])[CH3:2])[CH:9]=[N:8][CH:7]=2)[CH2:23][CH2:22]1. Procedure details: A solution of the title compound from Step B (0.10 g, 0.32 mmol) in acetic acid (1.60 mL) was heated at 100° C. for 1 hour, then cooled to room temperature and concentrated under reduced pressure. The resulting residue was diluted with ethyl acetate, washed sequentially with aqueous 1 N sodium hydroxide solution and brine, dried over magnesium sulfate, filtered and concentrated. Purification by flash chromatography on silica gel (50-80% ethyl acetate in hexanes) provided the title compound: LCMS... Starting materials: C(#N)C1=CC(=C(C=C1)C1NC(N(C(=C1C(=O)OCC=C)C)C1=CC(=CC=C1)C(F)(F)F)=O)[N+](=O)[O-] ((rac)-Allyl 4-(4-cyano-2-nitrophenyl)-6-methyl-2-oxo-1-[3-(trifluoromethyl)phenyl]-1,2,3,4-tetrahydropyrimidine-5-carboxylate), N1CCOCC1 (morpholine). Reagents/catalysts: C=1C=CC(=CC1)[P](C=2C=CC=CC2)(C=3C=CC=CC3)[Pd]([P](C=4C=CC=CC4)(C=5C=CC=CC5)C=6C=CC=CC6)([P](C=7C=CC=CC7)(C=8C=CC=CC8)C=9C=CC=CC9)[P](C=1C=CC=CC1)(C=1C=CC=CC1)C=1C=CC=CC1 (tetrakis(triphenylphosphine)palladium(0)). The solvent is C1CCOC1 (THF). Reaction conditions: time 2 hour. The product is C(#N)C1=CC(=C(C=C1)C1NC(N(C(=C1C(=O)O)C)C1=CC(=CC=C1)C(F)(F)F)=O)[N+](=O)[O-] ((rac)-4-(4-Cyano-2-nitrophenyl)-6-methyl-2-oxo-1-[3-(trifluoromethyl)phenyl]-1,2,3,4-tetrahydropyrimidine-5-carboxylic acid). As a reaction SMILES: [C:1]([C:3]1[CH:8]=[CH:7][C:6]([CH:9]2[C:14]([C:15]([O:17]CC=C)=[O:16])=[C:13]([CH3:21])[N:12]([C:22]3[CH:27]=[CH:26][CH:25]=[C:24]([C:28]([F:31])([F:30])[F:29])[CH:23]=3)[C:11](=[O:32])[NH:10]2)=[C:5]([N+:33]([O-:35])=[O:34])[CH:4]=1)#[N:2].N1CCOCC1>C1COCC1.C1C=CC([P]([Pd]([P](C2C=CC=CC=2)(C2C=CC=CC=2)C2C=CC=CC=2)([P](C2C=CC=CC=2)(C2C=CC=CC=2)C2C=CC=CC=2)[P](C2C=CC=CC=2)(C2C=CC=CC=2)C2C=CC=CC=2)(C2C=CC=CC=2)C2C=CC=CC=2)=CC=1>[C:1]([C:3]1[CH:8]=[CH:7][C:6]([CH:9]2[C:14]([C:15]([OH:17])=[O:16])=[C:13]([CH3:21])[N:12]([C:22]3[CH:27]=[CH:26][CH:25]=[C:24]([C:28]([F:31])([F:29])[F:30])[CH:23]=3)[C:11](=[O:32])[NH:10]2)=[C:5]([N+:33]([O-:35])=[O:34])[CH:4]=1)#[N:2] |^1:50,52,71,90|. Procedure details: The reaction was carried out under argon. (rac)-Allyl 4-(4-cyano-2-nitrophenyl)-6-methyl-2-oxo-1-[3-(trifluoromethyl)phenyl]-1,2,3,4-tetrahydropyrimidine-5-carboxylate (15.0 g, 30.8 mmol) and morpholine (1.5 eq., 4.03 g, 46.3 mmol) were initially charged in dry THF (300 ml) at RT. The reaction mixture was degassed repeatedly (evacuation followed by venting with argon). Under protective gas, tetrakis(triphenylphosphine)palladium(0) (0.05 eq., 1.78 g, 1.54 mmol) was added, and the reaction mixture... Reactants: CC1(c2cc(Br)ccc2O)CCCCC1, C1CCOC1, CI, [H-], [Na+], O. Product: COc1ccc(Br)cc1C1(C)CCCCC1. As a reaction SMILES: [Br:1][c:2]1[cH:3][c:4]([C:9]2([CH3:15])[CH2:10][CH2:11][CH2:12][CH2:13][CH2:14]2)[c:5]([OH:8])[cH:6][cH:7]1.[CH2:21]1[O:22][CH2:23][CH2:24][CH2:25]1.[CH3:18][I:19].[H-:16].[Na+:17].[OH2:20]>>[Br:1][c:2]1[cH:3][c:4]([C:9]2([CH3:15])[CH2:10][CH2:11][CH2:12][CH2:13][CH2:14]2)[c:5]([O:8][CH3:18])[cH:6][cH:7]1.